Dataset: the Open Reaction Database (ORD), a public repository of structured organic reaction records. Task: describe an organic reaction: reactants, conditions, products, and yield Yield: 88.0%. Reaction SMILES: [C:1]([O:5][C:6]([N:8]1[CH2:13][CH2:12][N:11]([C:14]2[CH:19]=[CH:18][CH:17]=[C:16]([C:20]3[NH:24][C:23]4[CH:25]=[CH:26][CH:27]=[CH:28][C:22]=4[N:21]=3)[CH:15]=2)[CH2:10][CH2:9]1)=[O:7])([CH3:4])([CH3:3])[CH3:2].[H-].[Na+].[CH3:31]I.Cl>C1COCC1.O>[C:1]([O:5][C:6]([N:8]1[CH2:13][CH2:12][N:11]([C:14]2[CH:19]=[CH:18][CH:17]=[C:16]([C:20]3[N:21]([CH3:31])[C:22]4[CH:28]=[CH:27][CH:26]=[CH:25][C:23]=4[N:24]=3)[CH:15]=2)[CH2:10][CH2:9]1)=[O:7])([CH3:4])([CH3:2])[CH3:3] |f:1.2|. Procedure: A mixture of 4-[3-(1H-benzoimidazol-2-yl)-phenyl]-piperazine-1-carboxylic acid tert-butyl ester (0.83 g, 2.20 mmol) (obtained as described in method B) and NaH 60% oil (0.11 g, 4.39 mmol) in THF (10 mL) was stirred at room temperature for 1 h. Methyl iodide (0.27 mL, 4.39 mmol) was added and the resulting solution was stirred overnight. Water (15 mL) was added to the reaction solution, then the suspension was neutralized with 1N HCl and extracted with EtOAc (3×40 mL) The combined organic layers ... Run in C1CCOC1 (THF), O (Water). Reactants: CI (Methyl iodide), C(C)(C)(C)OC(=O)N1CCN(CC1)C1=CC(=CC=C1)C1=NC2=C(N1)C=CC=C2 (4-[3-(1H-benzoimidazol-2-yl)-phenyl]-piperazine-1-carboxylic acid tert-butyl ester), [H-].[Na+] (NaH), oil, Cl (HCl). Product: C(C)(C)(C)OC(=O)N1CCN(CC1)C1=CC(=CC=C1)C1=NC2=C(N1C)C=CC=C2 (4-[3-(1-Methyl-1H-benzoimidazol-2-yl)-phenyl]-piperazine-1-carboxylic acid tert-butyl ester). Reaction conditions: time 1 hour. Starting materials: NC=1C=C(C=CC1)CC#N ((3-Amino-phenyl)-acetonitrile), ClC1=NC=C(C(=N1)Cl)Cl (2,4,5-Trichloro-pyrimidine). Solvent: hexanes, CCOC(=O)C (EtOAc). Yields the product ClC1=NC=C(C(=N1)NC=1C=C(C=CC1)CC#N)Cl ([3-(2,5-Dichloro-pyrimidin-4-ylamino)-phenyl]-acetonitrile), solid. Yield: 40.0%. Reaction SMILES: [NH2:1][C:2]1[CH:3]=[C:4]([CH2:8][C:9]#[N:10])[CH:5]=[CH:6][CH:7]=1.[Cl:11][C:12]1[N:17]=[C:16](Cl)[C:15]([Cl:19])=[CH:14][N:13]=1>CCOC(C)=O>[Cl:11][C:12]1[N:17]=[C:16]([NH:1][C:2]2[CH:3]=[C:4]([CH2:8][C:9]#[N:10])[CH:5]=[CH:6][CH:7]=2)[C:15]([Cl:19])=[CH:14][N:13]=1. Procedure: [3-(2,5-Dichloro-pyrimidin-4-ylamino)-phenyl]-acetonitrile was prepared from (3-Amino-phenyl)-acetonitrile and 2,4,5-Trichloro-pyrimidine in an analogous manner to Example 1223b. Title product was isolated as a beige solid (144 mg, 40%) after silica gel chromatography (ISCO 40 g 0-100% EtOAc in hexanes). 91% HPLC purity, MP=155-157, LCMS 279.11 (M+H), 1H-NMR (CDCl3, 400 MHz) δ 8.26 (s, 1H), 7.66 (d, J=8.6 Hz, 2H), 7.45 (dd, J=7.8 Hz, 1H), 7.28 (d, J=8.6 Hz, 1H), 7.17 (d, J=7.5 Hz, 1H), 3.82, s, ... Starting materials: C([O-])([O-])=O.[Na+].[Na+] (sodium carbonate), FC(C=1C=C(C=CC1)O)(F)F (3-Trifluoromethylphenol), ClC(=CC=O)Cl (3,3-dichloroacrolein), C(C)(=O)[O-].FC(C1=CC=C(C(=[NH2+])N)C=C1)(F)F (4-trifluoromethylbenzamidinium acetate). Run in C(C)#N (acetonitril). Product: FC(C=1C=C(OC2=NC(=NC=C2)C2=CC=C(C=C2)C(F)(F)F)C=CC1)(F)F (4-(3-Trifluoromethylphenoxy)-2-(4-Trifluoromethylphenyl)-Pyrimidine). Isolated yield 57.3%. As a reaction SMILES: [F:1][C:2]([F:11])([F:10])[C:3]1[CH:4]=[C:5]([OH:9])[CH:6]=[CH:7][CH:8]=1.Cl[C:13](Cl)=[CH:14][CH:15]=O.C([O-])(=O)C.[F:22][C:23]([F:34])([F:33])[C:24]1[CH:32]=[CH:31][C:27]([C:28]([NH2:30])=[NH2+:29])=[CH:26][CH:25]=1.C(=O)([O-])[O-].[Na+].[Na+]>C(#N)C>[F:1][C:2]([F:10])([F:11])[C:3]1[CH:4]=[C:5]([CH:6]=[CH:7][CH:8]=1)[O:9][C:15]1[CH:14]=[CH:13][N:30]=[C:28]([C:27]2[CH:26]=[CH:25][C:24]([C:23]([F:22])([F:33])[F:34])=[CH:32][CH:31]=2)[N:29]=1 |f:2.3,4.5.6|. Reported procedure: 3-Trifluoromethylphenol (5 mmoles) and subsequently 3,3-dichloroacrolein (5 mmoles) are added to a mixture consisting of a 4-trifluoromethylbenzamidinium acetate (5 mmoles), sodium carbonate (40 mmoles) and acetonitril (35 ml), which is stirred under reilux. The reaction mixture is stirred for 20 hours under reflux and subsequently cooled down to ambient temperature and filtered through silica. The organic phase is washed with ethyl acetate and concentrated in vacuo. The residue is purified by c...